This data is from the Open Reaction Database (ORD), a public repository of structured organic reaction records. The task is: describe an organic reaction: reactants, conditions, products, and yield Reactants: resultant mixture, BrC=1C(=CC2=CC=CC(=C2C1)CC1=CC=C(C=C1)CC)C(=O)OC (methyl 3-bromo-5-[(4-ethylphenyl)methyl]-2-naphthoate), resultant mixture, [H-].[Al+3].[Li+].[H-].[H-].[H-] (lithium aluminum hydride), O (Water). Run in C(C)OCC (diethyl ether). Yields the product BrC=1C(=CC2=CC=CC(=C2C1)CC1=CC=C(C=C1)CC)CO ([3-bromo-5-[(4-ethylphenyl)methyl]-naphthalen-2-yl]-methanol). The yield is 98.9%. As a reaction SMILES: [Br:1][C:2]1[C:3]([C:21](OC)=[O:22])=[CH:4][C:5]2[C:10]([CH:11]=1)=[C:9]([CH2:12][C:13]1[CH:18]=[CH:17][C:16]([CH2:19][CH3:20])=[CH:15][CH:14]=1)[CH:8]=[CH:7][CH:6]=2.[H-].[Al+3].[Li+].[H-].[H-].[H-].O>C(OCC)C>[Br:1][C:2]1[C:3]([CH2:21][OH:22])=[CH:4][C:5]2[C:10]([CH:11]=1)=[C:9]([CH2:12][C:13]1[CH:14]=[CH:15][C:16]([CH2:19][CH3:20])=[CH:17][CH:18]=1)[CH:8]=[CH:7][CH:6]=2 |f:1.2.3.4.5.6|. Procedure details: Under a nitrogen stream, methyl 3-bromo-5-[(4-ethylphenyl)methyl]-2-naphthoate (334.1 mg, 0.87 mmol) was dissolved in diethyl ether (10.0 mL). To the resultant mixture was added lithium aluminum hydride (39.7 mg, 1.04 mmol) under ice-cooling, and the resultant mixture was stirred for 30 minutes. Water was added thereto, and the resultant mixture was extracted with dichloromethane. The organic layer was washed with saturated brine, dried over anhydrous magnesium sulfate and then concentrated unde... The reactants are C1CCOC1, CO, COC(=O)C1=Cc2cc(-c3ccc(N4CCOCC4)cc3)ccc2N(C=O)CC1, [Na+], [OH-]. Yields the product O=CN1CCC(C(=O)O)=Cc2cc(-c3ccc(N4CCOCC4)cc3)ccc21. As a reaction SMILES: [CH2:34]1[O:35][CH2:36][CH2:37][CH2:38]1.[CH3:32][OH:33].[CH:1](=[O:2])[N:3]1[CH2:4][CH2:5][C:6]([C:26](=[O:27])[O:28][CH3:29])=[CH:7][c:8]2[c:9]1[cH:10][cH:11][c:12](-[c:14]1[cH:15][cH:16][c:17]([N:20]3[CH2:21][CH2:22][O:23][CH2:24][CH2:25]3)[cH:18][cH:19]1)[cH:13]2.[Na+:31].[OH-:30]>>[CH:1](=[O:2])[N:3]1[CH2:4][CH2:5][C:6]([C:26](=[O:27])[OH:28])=[CH:7][c:8]2[c:9]1[cH:10][cH:11][c:12](-[c:14]1[cH:15][cH:16][c:17]([N:20]3[CH2:21][CH2:22][O:23][CH2:24][CH2:25]3)[cH:18][cH:19]1)[cH:13]2.